Dataset: the Open Reaction Database (ORD), a public repository of structured organic reaction records. Task: describe an organic reaction: reactants, conditions, products, and yield Reactants: C1CCOC1, CCCCc1noc(C)c1C=Cc1nc(C)c(C(=O)OC)s1, CO, [Li+], [OH-], O, O. As a reaction SMILES: [CH2:28]1[O:29][CH2:30][CH2:31][CH2:32]1.[CH3:1][O:2][C:3](=[O:4])[c:5]1[c:6]([CH3:22])[n:7][c:8]([CH:10]=[CH:11][c:12]2[c:13]([CH2:18][CH2:19][CH2:20][CH3:21])[n:14][o:15][c:16]2[CH3:17])[s:9]1.[CH3:26][OH:27].[Li+:25].[OH-:24].[OH2:23].[OH2:33]>>[O:2]=[C:3]([OH:4])[c:5]1[c:6]([CH3:22])[n:7][c:8]([CH:10]=[CH:11][c:12]2[c:13]([CH2:18][CH2:19][CH2:20][CH3:21])[n:14][o:15][c:16]2[CH3:17])[s:9]1. Product: CCCCc1noc(C)c1C=Cc1nc(C)c(C(=O)O)s1.